From a dataset of the Open Reaction Database (ORD), a public repository of structured organic reaction records. describe an organic reaction: reactants, conditions, products, and yield Reactants: C1(CCCCC1)P(C1=C(C=CC=C1)C1=C(C=C(C=C1C(C)C)C(C)C)C(C)C)C1CCCCC1 (dicyclohexyl(2′,4′,6′-triisopropylbiphenyl-2-yl)phosphine), O1CCN(CC1)C1=NC=C(C=C1N)N1CCOCC1 (2,5-dimorpholinopyridin-3-amine), ClC1=C(C(=NC2=CC(=CC(=C12)F)F)C1=NC(=CC=C1)C)C (4-chloro-5,7-difluoro-3-methyl-2-(6-methylpyridin-2-yl)quinoline), CC(C)([O-])C.[Na+] (sodium t-butoxide). The reagents and catalysts are C=1C=CC(=CC1)/C=C/C(=O)/C=C/C2=CC=CC=C2.C=1C=CC(=CC1)/C=C/C(=O)/C=C/C2=CC=CC=C2.C=1C=CC(=CC1)/C=C/C(=O)/C=C/C2=CC=CC=C2.[Pd].[Pd] (Pd2dba3). Run in O (water), C1(=CC=CC=C1)C (toluene). Run at temperature 120 celsius. Yields the product N1(CCOCC1)C1=NC=C(C=C1NC1=C(C(=NC2=CC(=CC(=C12)F)F)C1=NC(=CC=C1)C)C)N1CCOCC1 (N-(2,5-di(4-morpholinyl)-3-pyridinyl)-5,7-difluoro-3-methyl-2-(6-methyl-2-pyridinyl)-4-quinolinamine). RXN SMILES: C1(P(C2CCCCC2)C2C=CC=CC=2C2C(C(C)C)=CC(C(C)C)=CC=2C(C)C)CCCCC1.[O:35]1[CH2:40][CH2:39][N:38]([C:41]2[C:46]([NH2:47])=[CH:45][C:44]([N:48]3[CH2:53][CH2:52][O:51][CH2:50][CH2:49]3)=[CH:43][N:42]=2)[CH2:37][CH2:36]1.Cl[C:55]1[C:64]2[C:59](=[CH:60][C:61]([F:66])=[CH:62][C:63]=2[F:65])[N:58]=[C:57]([C:67]2[CH:72]=[CH:71][CH:70]=[C:69]([CH3:73])[N:68]=2)[C:56]=1[CH3:74].CC(C)([O-])C.[Na+]>C1(C)C=CC=CC=1.O.C1C=CC(/C=C/C(/C=C/C2C=CC=CC=2)=O)=CC=1.C1C=CC(/C=C/C(/C=C/C2C=CC=CC=2)=O)=CC=1.C1C=CC(/C=C/C(/C=C/C2C=CC=CC=2)=O)=CC=1.[Pd].[Pd]>[N:38]1([C:41]2[C:46]([NH:47][C:55]3[C:64]4[C:59](=[CH:60][C:61]([F:66])=[CH:62][C:63]=4[F:65])[N:58]=[C:57]([C:67]4[CH:72]=[CH:71][CH:70]=[C:69]([CH3:73])[N:68]=4)[C:56]=3[CH3:74])=[CH:45][C:44]([N:48]3[CH2:49][CH2:50][O:51][CH2:52][CH2:53]3)=[CH:43][N:42]=2)[CH2:39][CH2:40][O:35][CH2:36][CH2:37]1 |f:3.4,7.8.9.10.11|. Procedure details: To a stirred solution of dicyclohexyl(2′,4′,6′-triisopropylbiphenyl-2-yl)phosphine (0.025 g, 0.053 mmol), 2,5-dimorpholinopyridin-3-amine (0.104 g, 0.39 mmol), 4-chloro-5,7-difluoro-3-methyl-2-(6-methylpyridin-2-yl)quinoline (0.10 g, 0.33 mmol) and Pd2dba3 (0.012 g, 0.013 mmol) in toluene (3.28 mL) was added sodium t-butoxide (0.079 g, 0.820 mmol). The reaction mixture was heated to 120° C. for 2 h. The reaction was then cooled to rt and diluted with water (15 mL). The mixture was extracted with...